From a dataset of the Open Reaction Database (ORD), a public repository of structured organic reaction records. describe an organic reaction: reactants, conditions, products, and yield The reactants are C(C)(C)(C)OC(C[C@@H](CCCC1CCCCC1)C1=NC(=NO1)C(=O)N1CC(C1)C(=O)OC)=O (methyl 1-[(5-{(1R)-1-[2-(tert-butoxy)-2-oxoethyl]-4-cyclohexylbutyl}-1,2,4-oxadiazol-3-yl)carbonyl]-3-azetidinecarboxylate), FC(C(=O)O)(F)F (trifluoroacetic acid). The solvent is ClCCl (dichloromethane). Conditions: time 5 hour. The product is C1(CCCCC1)CCC[C@H](CC(=O)O)C1=NC(=NO1)C(=O)N1CC(C1)C(=O)OC ((3R)-6-Cyclohexyl-3-(3-{[3-(methoxycarbonyl)-1 -azetidinyl]carbonyl}-1,2,4-oxadiazol-5-yl)hexanoic acid). Isolated yield 102.3%. As a reaction SMILES: C([O:5][C:6](=[O:33])[CH2:7][C@H:8]([C:18]1[O:22][N:21]=[C:20]([C:23]([N:25]2[CH2:28][CH:27]([C:29]([O:31][CH3:32])=[O:30])[CH2:26]2)=[O:24])[N:19]=1)[CH2:9][CH2:10][CH2:11][CH:12]1[CH2:17][CH2:16][CH2:15][CH2:14][CH2:13]1)(C)(C)C.FC(F)(F)C(O)=O>ClCCl>[CH:12]1([CH2:11][CH2:10][CH2:9][C@@H:8]([C:18]2[O:22][N:21]=[C:20]([C:23]([N:25]3[CH2:26][CH:27]([C:29]([O:31][CH3:32])=[O:30])[CH2:28]3)=[O:24])[N:19]=2)[CH2:7][C:6]([OH:33])=[O:5])[CH2:17][CH2:16][CH2:15][CH2:14][CH2:13]1. Procedure details: A solution of methyl 1-[(5-{(1R)-1-[2-(tert-butoxy)-2-oxoethyl]-4-cyclohexylbutyl}-1,2,4-oxadiazol-3-yl)carbonyl]-3-azetidinecarboxylate (Preparation 42) (225 mg, 0.48 mmol) in dichloromethane (8 ml) was treated with trifluoroacetic acid (4 ml) and the resulting mixture was stirred at room temperature under a nitrogen atmosphere for 5 hours. The solvent was removed under reduced pressure and the residue azeotroped from toluene (×2). The residue was dissolved in ethyl acetate and washed sequentia... Reactants: FC1=C(C=CC(=C1)F)[C@@]1(O[C@H]1C)CN1N=CN=C1 ((2R,3S)-2-(2,4-difluorophenyl)-3-methyl-2-(1H-1,2,4-triazol-1-yl)methyloxirane), N1CCNCC1 (piperazine), Cl(=O)(=O)(=O)[O-].[Li+] (lithium perchlorate). Solvent: C(C)#N (acetonitrile). Product: FC1=C(C=CC(=C1)F)[C@@](CN1N=CN=C1)([C@@H](C)N1CCNCC1)O ((2R,3R)-2-(2,4-Diflurophenyl)-3-(piperazin-1-yl)-1-(1H-1,2,4-triazole-1-yl)butan-2-ol). Yield: 111.2%. RXN SMILES: [F:1][C:2]1[CH:7]=[C:6]([F:8])[CH:5]=[CH:4][C:3]=1[C@@:9]1([CH2:13][N:14]2[CH:18]=[N:17][CH:16]=[N:15]2)[C@H:11]([CH3:12])[O:10]1.[NH:19]1[CH2:24][CH2:23][NH:22][CH2:21][CH2:20]1.Cl([O-])(=O)(=O)=O.[Li+]>C(#N)C>[F:1][C:2]1[CH:7]=[C:6]([F:8])[CH:5]=[CH:4][C:3]=1[C@:9]([OH:10])([C@H:11]([N:19]1[CH2:24][CH2:23][NH:22][CH2:21][CH2:20]1)[CH3:12])[CH2:13][N:14]1[CH:18]=[N:17][CH:16]=[N:15]1 |f:2.3|. Procedure details: A mixture of (2R,3S)-2-(2,4-difluorophenyl)-3-methyl-2-(1H-1,2,4-triazol-1-yl)methyloxirane (1.0 g, 4.0 mmol), piperazine (860 mg, 10 mmol) and lithium perchlorate (625 mg, 6 mmol) in acetonitrile (15 ml) was heated under reflux for 48 h. The solvent was removed under reduced pressure, the residue was treated with crushed ice and extracted with ethylacetate (3×30 ml). The combined organic extract was washed with water, brine, dried (Na2SO4) and concentrated to give the title compound as thick vi... Reactants: I(=O)(=O)(=O)[O-].[Na+] (sodium periodate), FC=1C=C2C(N(C(=NC2=CC1)C=CN(C)C)C=1C(=NC=CC1)C)=O (6-fluoro-2-(2-dimethylamino-vinyl)-3,4-dihydro-3-(2-methyl-pyridin-3-yl)-quinazolin-4-one). The solvent is O1CCCC1 (tetrahydrofuran). Product: FC=1C=C2C(N(C(=NC2=CC1)C=O)C=1C(=NC=CC1)C)=O (6-fluoro-3,4-dihydro-3-(2-methyl-pyridin-3-yl)-quinazolin-4-one-2-carboxaldehyde). Yield: 83.3%. As a reaction SMILES: I([O-])(=O)(=O)=[O:2].[Na+].[F:7][C:8]1[CH:9]=[C:10]2[C:15](=[CH:16][CH:17]=1)[N:14]=[C:13]([CH:18]=CN(C)C)[N:12]([C:23]1[C:24]([CH3:29])=[N:25][CH:26]=[CH:27][CH:28]=1)[C:11]2=[O:30]>O1CCCC1>[F:7][C:8]1[CH:9]=[C:10]2[C:15](=[CH:16][CH:17]=1)[N:14]=[C:13]([CH:18]=[O:2])[N:12]([C:23]1[C:24]([CH3:29])=[N:25][CH:26]=[CH:27][CH:28]=1)[C:11]2=[O:30] |f:0.1|. Reported procedure: To a well stirred mixture of sodium periodate (1.76 g, 8.26 mmol) in pH 7 buffer (10 mL) and tetrahydrofuran (15 mL) was added 6-fluoro-2-(2-dimethylamino-vinyl)-3,4-dihydro-3-(2-methyl-pyridin-3-yl)-quinazolin-4-one (0.69 g, 2.12 mmol) all at once. The mixture warmed slightly to the touch and was stirred for 1 hour at ambient temperature. The reaction was concentrated at reduced pressure and the residue treated with a 1:2 mixture of water and chloroform. The tan solid was collected, washed well... The reactants are ClC1=CC=C(NCC2=CC=C(OC(C(=O)O)(C)C)C=C2)C=C1 (2-[4-(4-chloroanilinomethyl)-phenoxy]-2-methylpropionic acid), S(O)(O)(=O)=O (sulfuric acid), C(C)O (ethanol). The product is Cl.ClC1=CC=C(NCC2=CC=C(OC(C(=O)OCC)(C)C)C=C2)C=C1 (ethyl 2-[4-(4-chloroanilinomethyl)phenoxy]-2-methylpropionate hydrochloride). Reaction SMILES: [Cl:1][C:2]1[CH:22]=[CH:21][C:5]([NH:6][CH2:7][C:8]2[CH:20]=[CH:19][C:11]([O:12][C:13]([CH3:18])([CH3:17])[C:14]([OH:16])=[O:15])=[CH:10][CH:9]=2)=[CH:4][CH:3]=1.S(=O)(=O)(O)O.[CH2:28](O)[CH3:29]>>[ClH:1].[Cl:1][C:2]1[CH:3]=[CH:4][C:5]([NH:6][CH2:7][C:8]2[CH:9]=[CH:10][C:11]([O:12][C:13]([CH3:18])([CH3:17])[C:14]([O:16][CH2:28][CH3:29])=[O:15])=[CH:19][CH:20]=2)=[CH:21][CH:22]=1 |f:3.4|. Procedure: A mixture of 6.27 g of 2-[4-(4-chloroanilinomethyl)-phenoxy]-2-methylpropionic acid, 120 ml of absolute ethanol and 2.2 g of concentrated sulfuric acid is refluxed under heating for 3 hours and 40 minutes. The ethanol is distilled off from the reaction mixture under reduced pressure. The residue is basified with a dilute aqueous solution of sodium bicarbonate, and the resulting solution is extracted three times with ether. The extract is washed with water once, then with a dilute aqueous solutio... The reactants are COc1cc(C(=O)N2CCN(c3ccccc3OC)CC2)c([N+](=O)[O-])cc1OCCCBr, COc1ccccc1N1CCNCC1, CC(C)=O, [K+], [K+], O=C([O-])[O-]. Product: COc1cc(C(=O)N2CCN(c3ccccc3OC)CC2)c([N+](=O)[O-])cc1OCCCN1CCN(c2ccccc2OC)CC1. Reaction SMILES: [Br:1][CH2:2][CH2:3][CH2:4][O:5][c:6]1[cH:7][c:8]([N+:30](=[O:31])[O-:32])[c:9]([C:14](=[O:15])[N:16]2[CH2:17][CH2:18][N:19]([c:22]3[c:23]([O:28][CH3:29])[cH:24][cH:25][cH:26][cH:27]3)[CH2:20][CH2:21]2)[cH:10][c:11]1[O:12][CH3:13].[CH3:33][O:34][c:35]1[c:36]([N:41]2[CH2:42][CH2:43][NH:44][CH2:45][CH2:46]2)[cH:37][cH:38][cH:39][cH:40]1.[CH3:53][C:54](=[O:55])[CH3:56].[K+:47].[K+:48].[O-:49][C:50]([O-:51])=[O:52]>>[CH2:2]([CH2:3][CH2:4][O:5][c:6]1[cH:7][c:8]([N+:30](=[O:31])[O-:32])[c:9]([C:14](=[O:15])[N:16]2[CH2:17][CH2:18][N:19]([c:22]3[c:23]([O:28][CH3:29])[cH:24][cH:25][cH:26][cH:27]3)[CH2:20][CH2:21]2)[cH:10][c:11]1[O:12][CH3:13])[N:44]1[CH2:43][CH2:42][N:41]([c:36]2[c:35]([O:34][CH3:33])[cH:40][cH:39][cH:38][cH:37]2)[CH2:46][CH2:45]1.